Dataset: the Open Reaction Database (ORD), a public repository of structured organic reaction records. Task: describe an organic reaction: reactants, conditions, products, and yield Reactants: CCNCC, Cc1ccc(S(=O)(=O)OCCCN=C2c3ccccc3CSc3ccccc32)cc1. The product is CCN(CC)CCCN=C1c2ccccc2CSc2ccccc21. As a reaction SMILES: [CH2:31]([CH3:32])[NH:33][CH2:34][CH3:35].[O:1]([S:2]([c:3]1[cH:4][cH:5][c:6]([CH3:7])[cH:8][cH:9]1)(=[O:10])=[O:11])[CH2:12][CH2:13][CH2:14][N:15]=[C:16]1[c:17]2[c:18]([cH:27][cH:28][cH:29][cH:30]2)[S:19][CH2:20][c:21]2[c:22]1[cH:23][cH:24][cH:25][cH:26]2>>[CH2:12]([CH2:13][CH2:14][N:15]=[C:16]1[c:17]2[c:18]([cH:27][cH:28][cH:29][cH:30]2)[S:19][CH2:20][c:21]2[c:22]1[cH:23][cH:24][cH:25][cH:26]2)[N:33]([CH2:31][CH3:32])[CH2:34][CH3:35].